This data is from the Open Reaction Database (ORD), a public repository of structured organic reaction records. The task is: describe an organic reaction: reactants, conditions, products, and yield The reactants are C1(=CC=C(C=C1)C(C(=O)C1=CC=C(C=C1)C)=O)C (1,2-dip-tolylethane-1,2-dione), N1=C(C(=CC=C1)N)N (pyridine-2,3-diamine). The solvent is CCO (EtOH), CC(=O)O (AcOH), CC(=O)O (AcOH). Run at temperature 85 celsius. Yields the product C1(=CC=C(C=C1)C=1N=C2C(=NC1C1=CC=C(C=C1)C)N=CC=C2)C (2,3-Dip-tolylpyrido[2,3-b]pyrazine). RXN SMILES: [C:1]1([CH3:18])[CH:6]=[CH:5][C:4]([C:7](=O)[C:8]([C:10]2[CH:15]=[CH:14][C:13]([CH3:16])=[CH:12][CH:11]=2)=O)=[CH:3][CH:2]=1.[N:19]1[CH:24]=[CH:23][CH:22]=[C:21]([NH2:25])[C:20]=1[NH2:26]>CCO.CC(O)=O>[C:1]1([CH3:18])[CH:6]=[CH:5][C:4]([C:7]2[N:25]=[C:21]3[CH:22]=[CH:23][CH:24]=[N:19][C:20]3=[N:26][C:8]=2[C:10]2[CH:15]=[CH:14][C:13]([CH3:16])=[CH:12][CH:11]=2)=[CH:3][CH:2]=1. Reported procedure: A solution of 1,2-dip-tolylethane-1,2-dione (commercially available)(175 g, 733 mmol) and pyridine-2,3-diamine (80 g, 733 mmol) in EtOH (1609 ml) and AcOH (179 ml) was heated to reflux (bath at 85° C.) for 1.5 h. The mixture was allowed to cool and concentrated in vacuo. The crude material was dissolved in DCM (500 ml) and filtered through silica to remove baseline impurities. The silica was washed with EtOAc (2 L). The combined filtrate layers were concentrated in vacuo to give a brown solid. T... Starting materials: [Li]CCCC (n-BuLi), BrC=1C=C(SC1Br)C=1SC(=C(C1)C)C (4,5-dibromo-4′,5′-dimethyl-2,2′-bithiophene), IC (iodomethane). Solvent: C1CCOC1 (THF). Conditions: time 30 minute. The product is BrC=1C=C(SC1C)C=1SC(=C(C1)C)C (4-bromo-4′,5,5′-trimethyl-2,2′-bithiophene). Yield: 98.5%. RXN SMILES: [Li][CH2:2]CCC.[Br:6][C:7]1[CH:8]=[C:9]([C:13]2[S:14][C:15]([CH3:19])=[C:16]([CH3:18])[CH:17]=2)[S:10][C:11]=1Br.IC>C1COCC1>[Br:6][C:7]1[CH:8]=[C:9]([C:13]2[S:14][C:15]([CH3:19])=[C:16]([CH3:18])[CH:17]=2)[S:10][C:11]=1[CH3:2]. Procedure details: n-BuLi (2.5M in hexane) (10 mL, 25 mmol) was added dropwise to a solution of 4,5-dibromo-4′,5′-dimethyl-2,2′-bithiophene (3.37 g, 9.57 mmol) in 100 mL of THF at −78° C. After 90 minutes upon addition, excess iodomethane (3.6 g, 25 mmol) was added dropwise by syringe, and the mixture was stirred for 30 min, then warmed to RT and stirred for another 3 hours. Solvents were evaporated and the residue was poured into water. The mixture was extracted with hexanes, dried over MgSO4, and the solvent was... As a reaction SMILES: [Br:1][CH2:2][CH2:3][CH2:4][CH2:5][CH2:6][CH2:7][CH2:8][CH2:9][CH2:10][CH3:11].[C:23](=[O:24])([O-:25])[O-:26].[CH3:12][O:13][C:14]([c:15]1[cH:16][c:17]([OH:21])[cH:18][cH:19][cH:20]1)=[O:22].[CH3:29][C:30](=[O:31])[CH2:32][CH3:33].[K+:27].[K+:28]>>[CH2:2]([CH2:3][CH2:4][CH2:5][CH2:6][CH2:7][CH2:8][CH2:9][CH2:10][CH3:11])[O:21][c:17]1[cH:16][c:15]([C:14]([O:13][CH3:12])=[O:22])[cH:20][cH:19][cH:18]1. The reactants are CCCCCCCCCCBr, O=C([O-])[O-], COC(=O)c1cccc(O)c1, CCC(C)=O, [K+], [K+]. Product: CCCCCCCCCCOc1cccc(C(=O)OC)c1. The reactants are C1(NCCCN2N=C3C=CC=CC3=C21)=O (2,3,4,5-tetrahydro-1H-[1,4]diazepino[1,2-b]indazol-1-one), CS(=O)(=O)OCC1CN(CCC1)C(=O)OC(C)(C)C (tert-butyl 3-{[(metylsulphonyl)oxy]methyl}piperidine-1-carboxylate). Product: O=C1N(CCCN2N=C3C=CC=CC3=C21)CC2CN(CCC2)C(=O)OC(C)(C)C (tert-butyl 3-[(1-oxo-4,5-dihydro-1H-[1,4]diazepino[1,2-b]indazol-2(3H)-yl)methyl]piperidine-1-carboxylate). As a reaction SMILES: [C:1]1(=[O:15])[C:14]2[N:6]([N:7]=[C:8]3[C:13]=2[CH:12]=[CH:11][CH:10]=[CH:9]3)[CH2:5][CH2:4][CH2:3][NH:2]1.CS(O[CH2:21][CH:22]1[CH2:27][CH2:26][CH2:25][N:24]([C:28]([O:30][C:31]([CH3:34])([CH3:33])[CH3:32])=[O:29])[CH2:23]1)(=O)=O>>[O:15]=[C:1]1[C:14]2[N:6]([N:7]=[C:8]3[C:13]=2[CH:12]=[CH:11][CH:10]=[CH:9]3)[CH2:5][CH2:4][CH2:3][N:2]1[CH2:21][CH:22]1[CH2:27][CH2:26][CH2:25][N:24]([C:28]([O:30][C:31]([CH3:32])([CH3:34])[CH3:33])=[O:29])[CH2:23]1. Procedure details: The product was prepared using the method described in example 1d), using 2,3,4,5-tetrahydro-1H-[1,4]diazepino[1,2-b]indazol-1-one and tert-butyl 3-{[(metylsulphonyl)oxy]methyl}piperidine-1-carboxylate as reagents. Thus, 3.6 g of tert-butyl 3-[(1-oxo-4,5-dihydro-1H-[1,4]diazepino[1,2-b]indazol-2(3H)-yl)methyl]piperidine-1-carboxylate were obtained. The reactants are Cc1ccc(C(=O)O)s1, Nc1nc(CC(=O)N2CCN(CC(=O)N3CCCC3)CC2)cs1. Yields the product Cc1ccc(C(=O)Nc2nc(CC(=O)N3CCN(CC(=O)N4CCCC4)CC3)cs2)s1. As a reaction SMILES: [CH3:24][c:25]1[cH:26][cH:27][c:28]([C:30](=[O:31])[OH:32])[s:29]1.[NH2:1][c:2]1[s:3][cH:4][c:5]([CH2:7][C:8](=[O:9])[N:10]2[CH2:11][CH2:12][N:13]([CH2:16][C:17]([N:18]3[CH2:19][CH2:20][CH2:21][CH2:22]3)=[O:23])[CH2:14][CH2:15]2)[n:6]1>>[NH:1]([c:2]1[s:3][cH:4][c:5]([CH2:7][C:8](=[O:9])[N:10]2[CH2:11][CH2:12][N:13]([CH2:16][C:17]([N:18]3[CH2:19][CH2:20][CH2:21][CH2:22]3)=[O:23])[CH2:14][CH2:15]2)[n:6]1)[C:30]([c:28]1[cH:27][cH:26][c:25]([CH3:24])[s:29]1)=[O:31].